From a dataset of the Open Reaction Database (ORD), a public repository of structured organic reaction records. describe an organic reaction: reactants, conditions, products, and yield The reactants are CCC(N)(CC)C(=O)OC, CCC(CC)(NC(=O)Nc1ccc(Cl)c(C(F)(F)F)c1)C(=O)OC, CC(C)=O, O=C=Nc1ccc(Cl)c(C(F)(F)F)c1, Cl. Product: CCC1(CC)NC(=O)N(c2ccc(Cl)c(C(F)(F)F)c2)C1=O. As a reaction SMILES: [CH3:15][O:16][C:17](=[O:18])[C:19]([NH2:20])([CH2:21][CH3:22])[CH2:23][CH3:24].[CH3:25][O:26][C:27]([C:28]([CH2:29][CH3:30])([CH2:31][CH3:32])[NH:33][C:34]([NH:35][c:36]1[cH:37][c:38]([C:43]([F:44])([F:45])[F:46])[c:39]([Cl:42])[cH:40][cH:41]1)=[O:47])=[O:48].[CH3:49][C:50](=[O:51])[CH3:52].[Cl:1][c:2]1[cH:3][cH:4][c:5]([N:6]=[C:7]=[O:8])[cH:9][c:10]1[C:11]([F:12])([F:13])[F:14].[ClH:53]>>[O:26]=[C:27]1[C:28]([CH2:29][CH3:30])([CH2:31][CH3:32])[NH:33][C:34](=[O:47])[N:35]1[c:36]1[cH:37][c:38]([C:43]([F:44])([F:45])[F:46])[c:39]([Cl:42])[cH:40][cH:41]1.